From a dataset of the Open Reaction Database (ORD), a public repository of structured organic reaction records. describe an organic reaction: reactants, conditions, products, and yield Reactants: CN(C)C=O, Cc1nn(-c2ccccn2)cc1CO, O=Cc1ccc(F)cc1, [H-], [Na+], O. Yields the product Cc1nn(-c2ccccn2)cc1COc1ccc(C=O)cc1. RXN SMILES: [CH3:27][N:28]([CH3:29])[CH:30]=[O:31].[CH3:3][c:4]1[n:5][n:6](-[c:11]2[n:12][cH:13][cH:14][cH:15][cH:16]2)[cH:7][c:8]1[CH2:9][OH:10].[F:17][c:18]1[cH:19][cH:20][c:21]([CH:22]=[O:23])[cH:24][cH:25]1.[H-:1].[Na+:2].[OH2:26]>>[CH3:3][c:4]1[n:5][n:6](-[c:11]2[n:12][cH:13][cH:14][cH:15][cH:16]2)[cH:7][c:8]1[CH2:9][O:10][c:18]1[cH:19][cH:20][c:21]([CH:22]=[O:23])[cH:24][cH:25]1. Reactants: Cl (HCl), N=1N=C(NC1)N1C(C2=CC=CC=C2C1=O)=O (2-(4H-[1,2,4]Triazol-3-yl)-isoindole-1,3-dione), [H-].[Na+] (NaH), C[Si](C)(C)CCOCCl (SEMCl), O.NN (hydrazine hydrate). Solvent: CN(C)C=O (DMF), CO (MeOH), CCOC(=O)C (EtOAc). Run at temperature 50 celsius, time 5 hour. Product: NC1=NN(C=N1)COCC[Si](C)(C)C (3-Amino-1-(2-Trimethylsilanyl-ethoxymethyl)-1H-[1,2,4]triazole). Reaction SMILES: [N:1]1[N:2]=[C:3]([N:6]2C(=O)C3C(=CC=CC=3)C2=O)[NH:4][CH:5]=1.[H-].[Na+].[CH3:19][Si:20]([CH2:23][CH2:24][O:25][CH2:26]Cl)([CH3:22])[CH3:21].Cl.O.NN>CN(C=O)C.CCOC(C)=O.CO>[NH2:6][C:3]1[N:4]=[CH:5][N:1]([CH2:26][O:25][CH2:24][CH2:23][Si:20]([CH3:22])([CH3:21])[CH3:19])[N:2]=1 |f:1.2,5.6|. Reported procedure: 2-(4H-[1,2,4]Triazol-3-yl)-isoindole-1,3-dione (1.60 g, 7.48 mmol) was dissolved in DMF (16 ml) and NaH (55% in oil, 500 mg, 11.5 mmol) and SEMCl (2.00 g, 12.0 mmol) was added thereto at room temperature. After stirring at 50° C. for 5 h, the reaction mixture was diluted with EtOAc. The mixture was poured into diluted HCl aq. and the organic layer was washed with brine, dried over MgSO4. The desiccant was removed through filtration and the filtrate was concentrated under reduced pressure. The re...